Task: describe an organic reaction: reactants, conditions, products, and yield. Dataset: the Open Reaction Database (ORD), a public repository of structured organic reaction records Reactants: BrC1=C(C=C(C(=C1)OC)OC)Br (1,2-dibromo-4,5-dimethoxybenzene), CC12OC3(OC(OC(P1C1=CC=CC=C1)(C3)C)(C2)C)C (1,3,5,7-tetramethyl-8-phenyl-2,4,6-trioxa-8-phosphatricyclo[3.3.1.13,7]decane), C(C)(C)C1=C(C(=CC(=C1)C(C)C)C(C)C)B(O)O (2,4,6-triisopropylphenylboronic acid), P(=O)([O-])([O-])[O-].[K+].[K+].[K+] (potassium phosphate). Reagents/catalysts: C=1C=CC(=CC1)/C=C/C(=O)/C=C/C2=CC=CC=C2.C=1C=CC(=CC1)/C=C/C(=O)/C=C/C2=CC=CC=C2.C=1C=CC(=CC1)/C=C/C(=O)/C=C/C2=CC=CC=C2.[Pd].[Pd] (tris(dibenzylideneacetone)dipalladium(0)). The solvent is O (water), O (water). Reaction conditions: time 30 minute. The product is BrC1=C(C=C(C(=C1)OC)OC)C1=C(C=C(C=C1C(C)C)C(C)C)C(C)C (2-Bromo-2′,4′,6′-triisopropyl-4,5-dimethoxybiphenyl). Yield: 32.5%. Reaction SMILES: CC12CC3(C)OC(C)(CC(C)(O3)O1)P2C1C=CC=CC=1.[CH:21]([C:24]1[CH:29]=[C:28]([CH:30]([CH3:32])[CH3:31])[CH:27]=[C:26]([CH:33]([CH3:35])[CH3:34])[C:25]=1B(O)O)([CH3:23])[CH3:22].P([O-])([O-])([O-])=O.[K+].[K+].[K+].[Br:47][C:48]1[CH:53]=[C:52]([O:54][CH3:55])[C:51]([O:56][CH3:57])=[CH:50][C:49]=1Br>O.C1C=CC(/C=C/C(/C=C/C2C=CC=CC=2)=O)=CC=1.C1C=CC(/C=C/C(/C=C/C2C=CC=CC=2)=O)=CC=1.C1C=CC(/C=C/C(/C=C/C2C=CC=CC=2)=O)=CC=1.[Pd].[Pd]>[Br:47][C:48]1[CH:53]=[C:52]([O:54][CH3:55])[C:51]([O:56][CH3:57])=[CH:50][C:49]=1[C:25]1[C:24]([CH:21]([CH3:23])[CH3:22])=[CH:29][C:28]([CH:30]([CH3:32])[CH3:31])=[CH:27][C:26]=1[CH:33]([CH3:35])[CH3:34] |f:2.3.4.5,8.9.10.11.12|. Procedure: To a 100-mL round bottom flask equipped with a magnetic stir bar was added tris(dibenzylideneacetone)dipalladium(0) (198 mg, 0.216 mmol, 0.02 equiv), 1,3,5,7-tetramethyl-8-phenyl-2,4,6-trioxa-8-phosphatricyclo[3.3.1.13,7]decane (152 mg, 0.519 mmol, 0.048 equiv, CYTOP® 292) 2,4,6-triisopropylphenylboronic acid (4.02 g, 16.2 mmol, 1.5 equiv) and potassium phosphate (6.89 g, 32.4 mmol, 3 equiv). The flask was purged with nitrogen for 30 minutes, then anhydrous, degassed tetrahydrofuran (20 mL) was ... Reactants: N1CCCCC1 (piperidine), ClC=1C=C(C=CC1F)NC1=NC=NC2=CC(=C(C=C12)N)OCC(F)F (N4-(3-Chloro-4-fluoro-phenyl)-7-(2,2-difluoro-ethoxy)-quinazoline-4,6-diamine), C(C)(C)N(C(C)C)CC (N,N-Diisopropyl-ethylamine), BrCC=CC(=O)Cl (4-Bromo-but-2-enoyl chloride), N1CCCCC1 (piperidine). Solvent: C1CCOC1 (THF), O (water). Reaction conditions: time 2 hour. Product: ClC=1C=C(C=CC1F)NC1=NC=NC2=CC(=C(C=C12)NC(C=CCN1CCCCC1)=O)OCC(F)F (4-Piperidine-1-yl-but-2-enoic acid [4-(3-chloro-4-fluoro-phenylamino)-7-(2,2-difluoro-ethoxy)-quinazolin-6-yl]-amide). Reaction SMILES: [Cl:1][C:2]1[CH:3]=[C:4]([NH:9][C:10]2[C:19]3[C:14](=[CH:15][C:16]([O:21][CH2:22][CH:23]([F:25])[F:24])=[C:17]([NH2:20])[CH:18]=3)[N:13]=[CH:12][N:11]=2)[CH:5]=[CH:6][C:7]=1[F:8].C(N(CC)C(C)C)(C)C.Br[CH2:36][CH:37]=[CH:38][C:39](Cl)=[O:40].[NH:42]1[CH2:47][CH2:46][CH2:45][CH2:44][CH2:43]1>C1COCC1.O>[Cl:1][C:2]1[CH:3]=[C:4]([NH:9][C:10]2[C:19]3[C:14](=[CH:15][C:16]([O:21][CH2:22][CH:23]([F:25])[F:24])=[C:17]([NH:20][C:39](=[O:40])[CH:38]=[CH:37][CH2:36][N:42]4[CH2:47][CH2:46][CH2:45][CH2:44][CH2:43]4)[CH:18]=3)[N:13]=[CH:12][N:11]=2)[CH:5]=[CH:6][C:7]=1[F:8]. Procedure: 0.5 g N4-(3-Chloro-4-fluoro-phenyl)-7-(2,2-difluoro-ethoxy)-quinazoline-4,6-diamine was dissolved in 10 ml THF and 1.2 ml N,N-Diisopropyl-ethylamine (DIEA) and 0.48 g 4-Bromo-but-2-enoyl chloride were added and the mixture was stirred at room temperature for 2 hours. 0.27 ml piperidine was added and stirred at room temperature overnight. An additional 0.7 ml piperidine was added and the mixture heated to 70° C. After 3 hours the reaction mixture was poured into water, the solids were extracted w... Starting materials: [Al+3], CCCN(CCC)S(=O)(=O)c1ccc(C(=O)Cl)cc1, CCOC(=O)C1Oc2ccc(C)cc2O1, [Cl-], [Cl-], [Cl-], ClCCCl. Product: CCCN(CCC)S(=O)(=O)c1ccc(C(=O)c2cc3c(cc2C)OC(C(=O)OCC)O3)cc1. As a reaction SMILES: [Al+3:2].[CH2:20]([CH2:21][CH3:22])[N:23]([S:24](=[O:25])(=[O:26])[c:27]1[cH:28][cH:29][c:30]([C:31](=[O:32])[Cl:33])[cH:34][cH:35]1)[CH2:36][CH2:37][CH3:38].[CH2:5]([CH3:6])[O:7][C:8](=[O:9])[CH:10]1[O:11][c:12]2[c:13]([cH:15][cH:16][c:17]([CH3:19])[cH:18]2)[O:14]1.[Cl-:1].[Cl-:3].[Cl-:4].[Cl:39][CH2:40][CH2:41][Cl:42]>>[CH2:5]([CH3:6])[O:7][C:8](=[O:9])[CH:10]1[O:11][c:12]2[c:13]([cH:15][c:16]([C:31]([c:30]3[cH:29][cH:28][c:27]([S:24]([N:23]([CH2:20][CH2:21][CH3:22])[CH2:36][CH2:37][CH3:38])(=[O:25])=[O:26])[cH:35][cH:34]3)=[O:32])[c:17]([CH3:19])[cH:18]2)[O:14]1. The reactants are NC1=NC2=C(C=3C=C(C=NC13)CCC1=CC=C(C=C1)C(C)=O)C=CC(=C2)C (1-(4-(2-(5-amino-8-methylbenzo[f][1,7]naphthyridin-2-yl)ethyl)phenyl)ethanone), Cl.NO (hydroxylamine hydrochloride). Reagents/catalysts: CC(=O)O (HOAc). Run in C(C)O (ethanol), C(C)(=O)OCC (ethyl acetate), O (water). Run at time 1.5 hour. The product is NC1=NC2=C(C=3C=C(C=NC13)CCC1=CC=C(C=C1)C(C)=NO)C=CC(=C2)C (1-(4-(2-(5-amino-8-methylbenzo[f][1,7]naphthyridin-2-yl)ethyl)phenyl)ethanone oxime). Reaction SMILES: [NH2:1][C:2]1[C:11]2[N:10]=[CH:9][C:8]([CH2:12][CH2:13][C:14]3[CH:19]=[CH:18][C:17]([C:20](=O)[CH3:21])=[CH:16][CH:15]=3)=[CH:7][C:6]=2[C:5]2[CH:23]=[CH:24][C:25]([CH3:27])=[CH:26][C:4]=2[N:3]=1.Cl.[NH2:29][OH:30]>CC(O)=O.C(O)C.C(OCC)(=O)C.O>[NH2:1][C:2]1[C:11]2[N:10]=[CH:9][C:8]([CH2:12][CH2:13][C:14]3[CH:19]=[CH:18][C:17]([C:20](=[N:29][OH:30])[CH3:21])=[CH:16][CH:15]=3)=[CH:7][C:6]=2[C:5]2[CH:23]=[CH:24][C:25]([CH3:27])=[CH:26][C:4]=2[N:3]=1 |f:1.2|. Procedure: A solution of 1-(4-(2-(5-amino-8-methylbenzo[f][1,7]naphthyridin-2-yl)ethyl)phenyl)ethanone (from Example 171) (1 eq), hydroxylamine hydrochloride (2 eq) and 1 drop of HOAc, dissolved in absolute ethanol (0.028M) was stirred at room temperature for 1.5 hours. The mixture was diluted with ethyl acetate and water. The two phases were separated, and the aqueous layer was extracted twice with ethyl acetate. The combined organic layers were washed with brine, dried over anhydrous MgSO4, and concentra... Starting materials: O=C1CCC(=O)N1Br, ClC(Cl)(Cl)Cl, Cc1ccc(C#N)cc1Cl, CC(C)(C#N)N=NC(C)(C)C#N, O. Product: N#Cc1ccc(CBr)c(Cl)c1. As a reaction SMILES: [Br:11][N:12]1[C:13](=[O:14])[CH2:15][CH2:16][C:17]1=[O:18].[C:32]([Cl:33])([Cl:34])([Cl:35])[Cl:36].[Cl:1][c:2]1[cH:3][c:4]([C:5]#[N:6])[cH:7][cH:8][c:9]1[CH3:10].[N:19]#[C:20][C:21]([N:22]=[N:23][C:24]([C:25]#[N:26])([CH3:27])[CH3:28])([CH3:29])[CH3:30].[OH2:31]>>[Cl:1][c:2]1[cH:3][c:4]([C:5]#[N:6])[cH:7][cH:8][c:9]1[CH2:10][Br:11]. Reactants: ClC1=CC=C(C=C1)OC (4-chloroanisole), C(C1=CC=CC=C1)N (benzylamine), CC(C)(C)[O-].[Na+] (NaOt-Bu), O(CCCC)CCCC (Bu2O). Reaction conditions: temperature 85 celsius. Yields the product C(C1=CC=CC=C1)NC1=CC=C(C=C1)OC (N-benzyl-4-methoxyaniline). Isolated yield 96.5%. As a reaction SMILES: Cl[C:2]1[CH:7]=[CH:6][C:5]([O:8][CH3:9])=[CH:4][CH:3]=1.[CH2:10]([NH2:17])[C:11]1[CH:16]=[CH:15][CH:14]=[CH:13][CH:12]=1.CC([O-])(C)C.[Na+].O(CCCC)CCCC>>[CH2:10]([NH:17][C:2]1[CH:7]=[CH:6][C:5]([O:8][CH3:9])=[CH:4][CH:3]=1)[C:11]1[CH:16]=[CH:15][CH:14]=[CH:13][CH:12]=1 |f:2.3|. Reported procedure: Following general procedure D, a mixture of 4-chloroanisole (1.23 mL, 10 mmol), benzylamine (1.52 mL, 14 mmol), NaOt-Bu (1.15 g, 12 mmol), 10 (4 mg, 0.05 mol %), 1 (2.5 mg, 0.05 mol %), and Bu2O (3 mL) was heated to 85° C. for 1 h. The crude product was purified via the Biotage SP4 (silica-packed 25+M; 0-50% EtOAc/hexanes) to provide the title compound as a yellow oil (2.059 g, 97%). 1H NMR (300 MHz, CDCl3) δ: 7.63-7.52 (m, 5H), 7.06 (d, J=9.0 Hz, 2H), 6.81 (d, J=9.0 Hz, 2H), 4.46 (s, 2H), 4.05 ... The reactants are CN1C(=O)C(=O)c2c(Br)cccc21, CC(C)[Mg+], [Cl-], ClCCl, Cl, Oc1ccc2c(c1)OCCO2. The product is CN1C(=O)C(O)(c2cc3c(cc2O)OCCO3)c2c(Br)cccc21. RXN SMILES: [Br:17][c:18]1[c:19]2[c:23]([cH:24][cH:25][cH:26]1)[N:22]([CH3:27])[C:21](=[O:28])[C:20]2=[O:29].[CH:13]([Mg+:14])([CH3:15])[CH3:16].[Cl-:12].[Cl:31][CH2:32][Cl:33].[ClH:30].[O:1]1[CH2:2][CH2:3][O:4][c:5]2[c:6]1[cH:7][cH:8][c:9]([OH:11])[cH:10]2>>[O:1]1[CH2:2][CH2:3][O:4][c:5]2[c:6]1[cH:7][c:8]([C:20]1([OH:29])[c:19]3[c:18]([Br:17])[cH:26][cH:25][cH:24][c:23]3[N:22]([CH3:27])[C:21]1=[O:28])[c:9]([OH:11])[cH:10]2. The reactants are C1=C(C=CC=C1O)C (metacresol), C(C1=CC=CC=C1)(=O)Cl (benzoyl chloride), aqueous solution. The solvent is [OH-].[Na+] (sodium hydroxide). Product: C(C1=CC=CC=C1)(=O)OC1=CC(=CC=C1)C (metacresyl benzoate). Reaction SMILES: [CH:1]1[C:6]([OH:7])=[CH:5][CH:4]=[CH:3][C:2]=1[CH3:8].[C:9](Cl)(=[O:16])[C:10]1[CH:15]=[CH:14][CH:13]=[CH:12][CH:11]=1>[OH-].[Na+]>[C:9]([O:7][C:6]1[CH:5]=[CH:4][CH:3]=[C:2]([CH3:8])[CH:1]=1)(=[O:16])[C:10]1[CH:15]=[CH:14][CH:13]=[CH:12][CH:11]=1 |f:2.3|. Reported procedure: Metacresyl benzoate was prepared by vigorously shaking a mixture of metacresol (1 equivalent, 5 grams) and benzoyl chloride (1.2 equivalents, 7.1 grams) in a 10% aqueous solution of sodium hydroxide (100 ml) in a stoppered flask for 15 minutes. The white crystalline solid thus formed was removed by filtration, washed with water and dried to yield metacresyl benzoate.